This data is from the Open Reaction Database (ORD), a public repository of structured organic reaction records. The task is: describe an organic reaction: reactants, conditions, products, and yield Reactants: COC=1C=C2C=CC(=CC2=CC1)C(C(=O)O)C ((±)-2-(6-methoxy-2-naphthyl) propionic acid), C(C)N (monoethylamine). Solvent: CC(=O)C (acetone). Run at temperature 25 celsius. The product is C(C)N.COC=1C=C2C=CC(=CC2=CC1)C(C(=O)O)C ((±)-2-(6-methoxy-2-naphthyl)propionic acid ethylamine salt). RXN SMILES: [CH3:1][O:2][C:3]1[CH:4]=[C:5]2[C:10](=[CH:11][CH:12]=1)[CH:9]=[C:8]([CH:13]([CH3:17])[C:14]([OH:16])=[O:15])[CH:7]=[CH:6]2.[CH2:18]([NH2:20])[CH3:19]>CC(C)=O>[CH2:18]([NH2:20])[CH3:19].[CH3:1][O:2][C:3]1[CH:4]=[C:5]2[C:10](=[CH:11][CH:12]=1)[CH:9]=[C:8]([CH:13]([CH3:17])[C:14]([OH:16])=[O:15])[CH:7]=[CH:6]2 |f:3.4|. Reported procedure: 230 g (1 mole) of (±)-2-(6-methoxy-2-naphthyl) propionic acid was dissolved in 1.5 l of acetone at about 45° C. By addition of 64 g (1 mole) of a 70% w/w aqueous monoethylamine solution, the ethylamine salt crystallized. The mixture was cooled to about 25° C., filtered and washed portionwise with 200 ml of acetone.